This data is from the Open Reaction Database (ORD), a public repository of structured organic reaction records. The task is: describe an organic reaction: reactants, conditions, products, and yield Reactants: N1=CN=C(C2=C1C=CC=N2)O (pyrido[3,2-d]pyrimidin-4-ol), C(C(=O)Cl)(=O)Cl (oxalyl chloride). Solvent: C(Cl)Cl (DCM), CN(C)C=O (DMF). Product: ClC=1C2=C(N=CN1)C=CC=N2 (4-chloropyrido[3,2-d]pyrimidine). RXN SMILES: [N:1]1[C:6]2[CH:7]=[CH:8][CH:9]=[N:10][C:5]=2[C:4](O)=[N:3][CH:2]=1.C(Cl)(=O)C([Cl:15])=O>C(Cl)Cl.CN(C=O)C>[Cl:15][C:4]1[C:5]2[N:10]=[CH:9][CH:8]=[CH:7][C:6]=2[N:1]=[CH:2][N:3]=1. Reported procedure: To a stirred solution pyrido[3,2-d]pyrimidin-4-ol (B-2) (16 g, 109 mmol, 1.0 eq) in DCM (200 mL) and DMF (0.4 mL) at RT, oxalyl chloride (23.2 mL, 272 mmol, 2.5 eq) is added dropwise (over 5 min) and the resulting mixture is stirred at reflux overnight. The mixture is allowed to cool to RT and concentrated in vacuo. The residue is diluted with water (200 mL), neutralized with saturated aqueous NaHCO3 solution below 10° C. to adjust the pH to 8-9 and then extracted with ethyl acetate (4×100 mL). ... Starting materials: [BH3-]C#N.[Na+] (NaBH3CN), C(C)(C)(C)OC(=O)N1CCC(CC1)=O (1-(tert-butyloxycarbonyl)-4-piperidinone), NC1=C(CO)C=C(C=C1)Cl (2-amino-5-chlorobenzyl alcohol), C(C)(=O)O (acetic acid), C(C)(=O)O (Acetic acid). Run in C1CCOC1 (THF), C1(=CC=CC=C1)C (toluene). Run at time 6 hour. The product is C(C)(C)(C)OC(=O)N1CCC(CC1)NC1=C(C=C(C=C1)Cl)CO (1-(tert-Butyloxycarbonyl)-4-[4-chloro-(2-hydroxymethylphenylamino)] piperidine), oil. Isolated yield 96.0%. Reaction SMILES: [C:1]([O:5][C:6]([N:8]1[CH2:13][CH2:12][C:11](=O)[CH2:10][CH2:9]1)=[O:7])([CH3:4])([CH3:3])[CH3:2].[NH2:15][C:16]1[CH:23]=[CH:22][C:21]([Cl:24])=[CH:20][C:17]=1[CH2:18][OH:19].C(O)(=O)C.[BH3-]C#N.[Na+]>C1(C)C=CC=CC=1.C1COCC1>[C:1]([O:5][C:6]([N:8]1[CH2:13][CH2:12][CH:11]([NH:15][C:16]2[CH:23]=[CH:22][C:21]([Cl:24])=[CH:20][C:17]=2[CH2:18][OH:19])[CH2:10][CH2:9]1)=[O:7])([CH3:4])([CH3:3])[CH3:2] |f:3.4|. Procedure details: A solution of 1-(tert-butyloxycarbonyl)-4-piperidinone (20 g, 0.10 mol), 2-amino-5-chlorobenzyl alcohol (17.34 g, 0.11 mol) and acetic acid (14 mL, 0.22 mol) in dry toluene (500 mL) was heated at reflux temperature, with water elimination by means of azeotrope distillation with a Dean-Stark device, for 6 hours. The mixture was then cooled and vacuum concentrated up to half volume. NaBH3CN (20 g, 0.32 mol) and dry THF (300 mL) were added to the resulting solution. Acetic acid (10 mL, 0.17 mol) wa... The reactants are O=Cc1ccc(O)c(Cl)c1, CCCCC(O)c1cccc(-c2ccc(C(F)(F)F)cc2)n1. The product is CCCCC(Oc1ccc(C=O)cc1Cl)c1cccc(-c2ccc(C(F)(F)F)cc2)n1. As a reaction SMILES: [Cl:23][c:24]1[cH:25][c:26]([CH:27]=[O:28])[cH:29][cH:30][c:31]1[OH:32].[F:1][C:2]([c:3]1[cH:4][cH:5][c:6](-[c:9]2[cH:10][cH:11][cH:12][c:13]([CH:15]([CH2:16][CH2:17][CH2:18][CH3:19])[OH:20])[n:14]2)[cH:7][cH:8]1)([F:21])[F:22]>>[F:1][C:2]([c:3]1[cH:4][cH:5][c:6](-[c:9]2[cH:10][cH:11][cH:12][c:13]([CH:15]([CH2:16][CH2:17][CH2:18][CH3:19])[O:20][c:31]3[c:24]([Cl:23])[cH:25][c:26]([CH:27]=[O:28])[cH:29][cH:30]3)[n:14]2)[cH:7][cH:8]1)([F:21])[F:22]. The product is ClC1=NC=C(C=C1)CN1C(NCN(C1)C)=N[N+](=O)[O-] (1-(2-chloro-5-pyridylmethyl)-5-methyl-2-nitroimino-hexahydro-1,3,5-triazine). Procedure details: 5-Methyl-2-nitroimino-hexahydro-1,3,5-triazine (3.0 g) was dissolved in dimethylformamide/DMF (20 ml), followed by portionwise addition of sodium hydride (950 mg: oil free) thereto at a temperature in the range of from 0° to 5° C. After one hour stirring at 0° to 5° C. a solution of 2-chloro-5-chloromethyl-pyrimidine (3.1 g) in 20 ml of DMF was added dropwise to the solution, the temperature was kept constant, followed by a five hour stirring. The reaction mixture thus obtained was poured into i... As a reaction SMILES: [CH3:1][N:2]1[CH2:7][NH:6][C:5](=[N:8][N+:9]([O-:11])=[O:10])[NH:4][CH2:3]1.[H-].[Na+].[Cl:14][C:15]1N=[CH:19][C:18]([CH2:21]Cl)=[CH:17][N:16]=1.O.[CH3:24]N(C)C=O.CN(C=O)C>CN(C=O)C>[Cl:14][C:15]1[CH:24]=[CH:19][C:18]([CH2:21][N:6]2[CH2:7][N:2]([CH3:1])[CH2:3][NH:4][C:5]2=[N:8][N+:9]([O-:11])=[O:10])=[CH:17][N:16]=1 |f:1.2,5.6|. The reactants are ClC1=NC=C(C=N1)CCl (2-chloro-5-chloromethyl-pyrimidine), O (water), CN1CNC(NC1)=N[N+](=O)[O-] (5-Methyl-2-nitroimino-hexahydro-1,3,5-triazine), CN(C=O)C.CN(C)C=O (dimethylformamide DMF), [H-].[Na+] (sodium hydride). Conditions: time 5 hour. Run in CN(C)C=O (DMF). The reactants are C(C)OC1=CC=C2C[C@@H]([C@H](C2=C1)O)NC(C1=C(C=CC=C1)CO)=O (N-[(1S,2S)-6-ethoxy-2,3-dihydro-1-hydroxy-1H-inden-2-yl]-2-(hydroxymethyl)benzamide), N-[(1R,2S)-6-ethoxy-2,3-dihydro-1-hydroxy-1H-inden-2-yl]-2-(hydroxymethyl)benzamnide. The solvent is C(C)(=O)O (acetic acid). Reaction conditions: time 18 hour. Product: N[C@@H]1[C@H](C2=CC(=CC=C2C1)OCC)O ((1S,2S)-2-Amino-6-ethoxy-2,3-dihydro-1H-inden-1-ol). Reaction SMILES: [CH2:1]([O:3][C:4]1[CH:12]=[C:11]2[C:7]([CH2:8][C@H:9]([NH:14]C(=O)C3C=CC=CC=3CO)[C@H:10]2[OH:13])=[CH:6][CH:5]=1)[CH3:2]>C(O)(=O)C>[NH2:14][C@H:9]1[CH2:8][C:7]2[C:11](=[CH:12][C:4]([O:3][CH2:1][CH3:2])=[CH:5][CH:6]=2)[C@@H:10]1[OH:13]. Procedure details: N-[(1S,2S)-6-ethoxy-2,3-dihydro-1-hydroxy-1H-inden-2-yl]-2-(hydroxymethyl)benzamide and N-[(1R,2S)-6-ethoxy-2,3-dihydro-1-hydroxy-1H-inden-2-yl]-2-(hydroxymethyl)benzamnide (XVII, Example 16, 200 mg, 0.61 mmol) is dissolved in acetic acid (2.5 mL). The reaction mixture is stirred for 18 hr at 80°. Then the mixture is partitioned between methylene chloride and water. The aqueous phase is separated and adjusted to pH=10 using aqueous ammonium. The product is extracted with methylene chloride. The ... Reactants: FC=1C=C(C=CC1N1C(COCC1)=O)NC(CC(C)=O)=O (N-(3-fluoro-4-(3-oxomorpholino)phenyl)-3-oxobutanamide), FC=1C=C(OCC(=O)N)C=CC1 (2-(3-fluorophenoxy)acetamide), C1(=CC=CC=C1)C (toluene), [NH4+].[Cl-] (NH4Cl). The reagents and catalysts are C(C)(C)[O-].C(C)(C)[O-].C(C)(C)[O-].C(C)(C)[O-].[Ti+4] (titanium tetraisopropanolate). The solvent is C=1(C(=CC=CC1)C)C (xylene). Run at temperature 165 celsius, time 24 hour. Yields the product FC1=C(C=CC(=C1)N1C(=NC(=CC1=O)C)COC1=CC(=CC=C1)F)N1C(COCC1)=O (4-(2-fluoro-4-(2-((3-fluorophenoxy)methyl)-4-methyl-6-oxopyrimidin-1(6H)-yl)phenyl)morpholin-3-one). The yield is 7.0%. Reaction SMILES: [F:1][C:2]1[CH:3]=[C:4]([NH:15][C:16](=[O:21])[CH2:17][C:18](=O)[CH3:19])[CH:5]=[CH:6][C:7]=1[N:8]1[CH2:13][CH2:12][O:11][CH2:10][C:9]1=[O:14].[F:22][C:23]1[CH:24]=[C:25]([CH:31]=[CH:32][CH:33]=1)[O:26][CH2:27][C:28]([NH2:30])=O.C1(C)C=CC=CC=1.[NH4+].[Cl-]>C1(C)C(C)=CC=CC=1.C([O-])(C)C.C([O-])(C)C.C([O-])(C)C.C([O-])(C)C.[Ti+4]>[F:1][C:2]1[CH:3]=[C:4]([N:15]2[C:16](=[O:21])[CH:17]=[C:18]([CH3:19])[N:30]=[C:28]2[CH2:27][O:26][C:25]2[CH:31]=[CH:32][CH:33]=[C:23]([F:22])[CH:24]=2)[CH:5]=[CH:6][C:7]=1[N:8]1[CH2:13][CH2:12][O:11][CH2:10][C:9]1=[O:14] |f:3.4,6.7.8.9.10|. Reported procedure: A mixture of N-(3-fluoro-4-(3-oxomorpholino)phenyl)-3-oxobutanamide (0.59 g, 2.00 mmol), 2-(3-fluorophenoxy)acetamide (0.94 g, 5.56 mmol) and titanium tetraisopropanolate (4.8 mL) in xylene (10 mL) was stirred at 165° C. for 24 h. The mixture was cooled to rt and 60 mL of toluene and 60 mL of saturated NH4Cl aqueous solution were added. The resulting mixture was stirred at rt overnight and filtered and the filtrate was extracted with DCM (20 mL×4). The combined organic layers were washed with br... The reactants are COC=1C=C(C=CC1OC)CCNC(=O)C1CCC1 (N-[2-(3,4-dimethoxyphenyl)ethyl]cyclobutanecarboxamide), P(=O)(Cl)(Cl)Cl (phosphorus oxychloride), N (ammonia). Procedure: A mixture of N-[2-(3,4-dimethoxyphenyl)ethyl]cyclobutanecarboxamide (44 g, prepared in a similar manner to that described in Example E46), phosphorus oxychloride (150 ml) and acetonitrile (900 ml) was heated under reflux for 2.5 hours. The cooled solution was poured onto dilute aqueous ammonia solution and the product was extracted into ethyl acetate. The extracts were washed with brine, dried and the solvent removed in vacuo. The resulting oil solidified on standing for 16 hours. The solid was ... The product is C1(CCC1)C1=NCCC2=CC(=C(C=C12)OC)OC (1-cyclobutyl-3,4-dihydro-6,7-dimethoxyisoquinoline). Run in C(C)#N (acetonitrile). Reaction SMILES: [CH3:1][O:2][C:3]1[CH:4]=[C:5]([CH2:11][CH2:12][NH:13][C:14]([CH:16]2[CH2:19][CH2:18][CH2:17]2)=O)[CH:6]=[CH:7][C:8]=1[O:9][CH3:10].P(Cl)(Cl)(Cl)=O.N>C(#N)C>[CH:16]1([C:14]2[C:6]3[C:5](=[CH:4][C:3]([O:2][CH3:1])=[C:8]([O:9][CH3:10])[CH:7]=3)[CH2:11][CH2:12][N:13]=2)[CH2:19][CH2:18][CH2:17]1. Reaction conditions: time 16 hour. The reactants are CC(C)(C)OC(=O)N1C=CC(=O)CC1, C[Mg+], CN(C)P(=O)(N(C)C)N(C)C, CCOCC, CSC, [Cl-], [Cu]Br, O=S(=O)(N(c1ccc(Cl)cn1)S(=O)(=O)C(F)(F)F)C(F)(F)F, C1CCOC1. Product: CC1CC(=O)CCN1C(=O)OC(C)(C)C. RXN SMILES: [C:1]([CH3:2])([CH3:3])([CH3:4])[O:5][C:6](=[O:7])[N:8]1[CH2:9][CH2:10][C:11](=[O:14])[CH:12]=[CH:13]1.[CH3:16][Mg+:17].[CH3:18][N:19]([P:20]([N:21]([CH3:22])[CH3:23])([N:24]([CH3:25])[CH3:26])=[O:27])[CH3:28].[CH3:56][CH2:57][O:58][CH2:59][CH3:60].[CH3:61][S:62][CH3:63].[Cl-:15].[Cu:64][Br:65].[F:29][C:30]([F:31])([F:32])[S:33]([N:34]([c:35]1[cH:36][cH:37][c:38]([Cl:39])[cH:40][n:41]1)[S:42]([C:43]([F:44])([F:45])[F:46])(=[O:47])=[O:48])(=[O:49])=[O:50].[O:51]1[CH2:52][CH2:53][CH2:54][CH2:55]1>>[C:1]([CH3:2])([CH3:3])([CH3:4])[O:5][C:6](=[O:7])[N:8]1[CH2:9][CH2:10][C:11](=[O:14])[CH2:12][CH:13]1[CH3:18].